Task: describe an organic reaction: reactants, conditions, products, and yield. Dataset: the Open Reaction Database (ORD), a public repository of structured organic reaction records Starting materials: ClCCl, CN=C=O, CN(C)c1ccncc1, COc1cc2c(cc1O)-c1nc3cc4c(cc3cc1C2)OCO4. Yields the product CNC(=O)c1cc2c(cc1OC)Cc1cc3cc4c(cc3nc1-2)OCO4. As a reaction SMILES: [CH2:24]([Cl:25])[Cl:26].[CH3:27][N:28]=[C:29]=[O:30].[CH3:31][N:32]([CH3:33])[c:34]1[cH:35][cH:36][n:37][cH:38][cH:39]1.[OH:1][c:2]1[c:3]([O:22][CH3:23])[cH:4][c:5]2[c:20]([cH:21]1)-[c:8]1[c:7]([cH:16][c:15]3[c:10]([n:9]1)[cH:11][c:12]1[c:13]([cH:14]3)[O:17][CH2:18][O:19]1)[CH2:6]2>>[c:2]1([C:29]([NH:28][CH3:27])=[O:30])[c:3]([O:22][CH3:23])[cH:4][c:5]2[c:20]([cH:21]1)-[c:8]1[c:7]([cH:16][c:15]3[c:10]([n:9]1)[cH:11][c:12]1[c:13]([cH:14]3)[O:17][CH2:18][O:19]1)[CH2:6]2. Reactants: C(CCCCC)C1C(O1)(C(=O)OCC)C(=O)OCC (diethyl 3-hexyloxiranedicarboxylate), N (ammonia). Run in C(C)O (ethanol). Conditions: time 2 day. The product is NC(=O)C1(OC1CCCCCC)C(=O)OCC (Ethyl 2-(aminocarbonyl)-3-hexyloxiranecarboxylate). RXN SMILES: [CH2:1]([CH:7]1[O:9][C:8]1([C:15]([O:17][CH2:18][CH3:19])=[O:16])[C:10](OCC)=[O:11])[CH2:2][CH2:3][CH2:4][CH2:5][CH3:6].[NH3:20]>C(O)C>[NH2:20][C:10]([C:8]1([C:15]([O:17][CH2:18][CH3:19])=[O:16])[CH:7]([CH2:1][CH2:2][CH2:3][CH2:4][CH2:5][CH3:6])[O:9]1)=[O:11]. Procedure: A solution of 8.0 g of 2A in 10 ml of ethanol was saturated with ammonia (gas) and the mixture was allowed to stand for 2 days at room temperature. The precipitate that formed was collected and recrystallized from pentane to give 2, as white crystals, mp: 58°-60° C. Reactants: Nc1ncccc1Br, CCCCOc1ccc(B(O)O)cc1, COCCOC, [Na+], [Na+], O=C([O-])[O-], O, c1ccc(P(c2ccccc2)(c2ccccc2)[Pd](P(c2ccccc2)(c2ccccc2)c2ccccc2)(P(c2ccccc2)(c2ccccc2)c2ccccc2)P(c2ccccc2)(c2ccccc2)c2ccccc2)cc1. Product: CCCCOc1ccc(-c2cccnc2N)cc1. As a reaction SMILES: [Br:21][c:22]1[c:23]([NH2:28])[n:24][cH:25][cH:26][cH:27]1.[CH2:7]([CH2:8][CH2:9][CH3:10])[O:11][c:12]1[cH:13][cH:14][c:15]([B:18]([OH:19])[OH:20])[cH:16][cH:17]1.[CH3:29][O:30][CH2:31][CH2:32][O:33][CH3:34].[Na+:1].[Na+:2].[O-:3][C:4](=[O:5])[O-:6].[OH2:35].[cH:36]1[cH:37][cH:38][c:39]([P:40]([Pd:41]([P:42]([c:43]2[cH:44][cH:45][cH:46][cH:47][cH:48]2)([c:49]2[cH:50][cH:51][cH:52][cH:53][cH:54]2)[c:55]2[cH:56][cH:57][cH:58][cH:59][cH:60]2)([P:61]([c:62]2[cH:63][cH:64][cH:65][cH:66][cH:67]2)([c:68]2[cH:69][cH:70][cH:71][cH:72][cH:73]2)[c:74]2[cH:75][cH:76][cH:77][cH:78][cH:79]2)[P:80]([c:81]2[cH:82][cH:83][cH:84][cH:85][cH:86]2)([c:87]2[cH:88][cH:89][cH:90][cH:91][cH:92]2)[c:93]2[cH:94][cH:95][cH:96][cH:97][cH:98]2)([c:99]2[cH:100][cH:101][cH:102][cH:103][cH:104]2)[c:105]2[cH:106][cH:107][cH:108][cH:109][cH:110]2)[cH:111][cH:112]1>>[CH2:7]([CH2:8][CH2:9][CH3:10])[O:11][c:12]1[cH:13][cH:14][c:15](-[c:22]2[c:23]([NH2:28])[n:24][cH:25][cH:26][cH:27]2)[cH:16][cH:17]1. Starting materials: O=C(Cl)c1ccccc1, ClC(Cl)Cl, Cl, NCCCN1CCN(C(c2ccccc2)c2ccccc2)CC1, c1ccncc1. Yields the product Cl, Cl, O=C(NCCCN1CCN(C(c2ccccc2)c2ccccc2)CC1)c1ccccc1. RXN SMILES: [C:24]([c:25]1[cH:26][cH:27][cH:28][cH:29][cH:30]1)(=[O:31])[Cl:32].[CH:40]([Cl:41])([Cl:42])[Cl:43].[ClH:33].[NH2:1][CH2:2][CH2:3][CH2:4][N:5]1[CH2:6][CH2:7][N:8]([CH:11]([c:12]2[cH:13][cH:14][cH:15][cH:16][cH:17]2)[c:18]2[cH:19][cH:20][cH:21][cH:22][cH:23]2)[CH2:9][CH2:10]1.[cH:34]1[cH:35][cH:36][n:37][cH:38][cH:39]1>>[ClH:32].[ClH:33].[NH:1]([CH2:2][CH2:3][CH2:4][N:5]1[CH2:6][CH2:7][N:8]([CH:11]([c:12]2[cH:13][cH:14][cH:15][cH:16][cH:17]2)[c:18]2[cH:19][cH:20][cH:21][cH:22][cH:23]2)[CH2:9][CH2:10]1)[C:24]([c:25]1[cH:26][cH:27][cH:28][cH:29][cH:30]1)=[O:31]. The reactants are CC(=O)O, Cn1c(=O)c(-c2c(Cl)cccc2Cl)cc2cnc(S(C)(=O)=O)nc21, O, Nc1cccc(CO)c1. Product: Cn1c(=O)c(-c2c(Cl)cccc2Cl)cc2cnc(Nc3cccc(CO)c3)nc21. As a reaction SMILES: [CH3:34][C:35](=[O:36])[OH:37].[Cl:1][c:2]1[c:3](-[c:9]2[cH:10][c:11]3[c:12]([n:13][c:14]([S:17]([CH3:18])(=[O:19])=[O:20])[n:15][cH:16]3)[n:21]([CH3:24])[c:22]2=[O:23])[c:4]([Cl:8])[cH:5][cH:6][cH:7]1.[OH2:38].[OH:25][CH2:26][c:27]1[cH:28][c:29]([NH2:30])[cH:31][cH:32][cH:33]1>>[Cl:1][c:2]1[c:3](-[c:9]2[cH:10][c:11]3[c:12]([n:13][c:14]([NH:30][c:29]4[cH:28][c:27]([CH2:26][OH:25])[cH:33][cH:32][cH:31]4)[n:15][cH:16]3)[n:21]([CH3:24])[c:22]2=[O:23])[c:4]([Cl:8])[cH:5][cH:6][cH:7]1. The reactants are ClC1=CC=C(C(=O)C=2C=C3C(=CC(N4C3=C(C2)OC4)=O)C4=CC(=CC=C4)Cl)C=C1 (8-(4-chlorobenzoyl)-6-(3-chlorophenyl)-2H,4H-oxazolo[5,4,3-ij]quinolin-4-one), [Li]CCCC (nBuLi), CCCCCC (hexane), CN1C(NN=C1)=S (2,4-dihydro-4-methyl-3H-1,2,4-triazole-3-thione), ice water. Run in C1CCOC1 (THF). Run at temperature 0 celsius, time 1 hour. Yields the product ClC=1C=C(C=CC1)C1=CC(N2C3=C(C=C(C=C13)C(C1=NN=C(N1C)S)(O)C1=CC=C(C=C1)Cl)OC2)=O (6-(3-chlorophenyl)-8-[(4-chlorophenyl)hydroxy(5-mercapto-4-methyl-4H-1,2,4-triazol-3-yl)methyl]-2H,4H-oxazolo[5,4,3-ij]quinolin-4-one). The yield is 1.4%. Reaction SMILES: [Li]CCCC.CCCCCC.[CH3:12][N:13]1[CH:17]=[N:16][NH:15][C:14]1=[S:18].[Cl:19][C:20]1[CH:47]=[CH:46][C:23]([C:24]([C:26]2[CH:27]=[C:28]3[C:33]4=[C:34]([O:36][CH2:37][N:32]4[C:31](=[O:38])[CH:30]=[C:29]3[C:39]3[CH:44]=[CH:43][CH:42]=[C:41]([Cl:45])[CH:40]=3)[CH:35]=2)=[O:25])=[CH:22][CH:21]=1>C1COCC1>[Cl:45][C:41]1[CH:40]=[C:39]([C:29]2[C:28]3[C:33]4=[C:34]([O:36][CH2:37][N:32]4[C:31](=[O:38])[CH:30]=2)[CH:35]=[C:26]([C:24]([C:23]2[CH:46]=[CH:47][C:20]([Cl:19])=[CH:21][CH:22]=2)([OH:25])[C:17]2[N:13]([CH3:12])[C:14]([SH:18])=[N:15][N:16]=2)[CH:27]=3)[CH:44]=[CH:43][CH:42]=1. Procedure details: nBuLi 1.6M in hexane (0.0086 mol) was added at −78° C. to a solution of 2,4-dihydro-4-methyl-3H-1,2,4-triazole-3-thione (0.0043 mol) in THF (25 ml) under N2 flow. The mixture was stirred at 0° C. for 1 hour, then cooled to −78° C. 8-(4-chlorobenzoyl)-6-(3-chlorophenyl)-2H,4H-oxazolo[5,4,3-ij]quinolin-4-one (0.0024 mol) described in International Publication WO98/40383, was added portionwise. The mixture was stirred at room temperature for 4 hours, poured out into ice water and extracted with EtO... Isolated yield 71.4%. Procedure: To a solution of compound 12 (0.90 g, 4.5 mmol) in THF (10 mL) at room temperature was added CDI (0.80 g, 4.95 mmol), and the reaction was stirred at 80° C. for 6 hr. The mixture was cooled to room temperature, and the solid formed was filtered, washed with diethyl ether to afford 0.73 g (72%) of compound 13 as off-white solid. IR (KBr) νmax. cm−1: 3308, 3158 (NH), 3022 (Ar—H), 1682 (C═O), 1514, 1411 (C═C). 1H NMR (500 MHz, DMSO-d6) δ=5.25 (s, 2H, CH2); 6.82 (d, 1H, J=8.2 Hz, H-5); 7.42 (m, 2H, ... The product is BrC1=CC=C2CNC(NC2=C1)=O (7-Bromo-3,4-dihydroquinazolin-2(1H)-one). As a reaction SMILES: [NH2:1][CH2:2][C:3]1[CH:9]=[CH:8][C:7]([Br:10])=[CH:6][C:4]=1[NH2:5].C1N=CN([C:16](N2C=NC=C2)=[O:17])C=1>C1COCC1>[Br:10][C:7]1[CH:6]=[C:4]2[C:3]([CH2:2][NH:1][C:16](=[O:17])[NH:5]2)=[CH:9][CH:8]=1. Conditions: temperature 80 celsius, time 6 hour. Solvent: C1CCOC1 (THF). The reactants are NCC1=C(N)C=C(C=C1)Br (2-(Aminomethyl)-5-bromoaniline), C1=CN(C=N1)C(=O)N2C=CN=C2 (CDI). Starting materials: BrCC1=C(C#N)C(=CC(=N1)Cl)Cl (2-(bromomethyl)-4,6-dichloronicotinonitrile), C(C)(=O)[O-].[Na+] (sodium acetate). Solvent: CN(C)C=O (DMF). Reaction conditions: time 2 hour. The product is C(C)(=O)OCC1=NC(=CC(=C1C#N)Cl)Cl ((4,6-dichloro-3-cyanopyridin-2-yl)methyl acetate). Reaction SMILES: Br[CH2:2][C:3]1[N:10]=[C:9]([Cl:11])[CH:8]=[C:7]([Cl:12])[C:4]=1[C:5]#[N:6].[C:13]([O-:16])(=[O:15])[CH3:14].[Na+]>CN(C=O)C>[C:13]([O:16][CH2:2][C:3]1[C:4]([C:5]#[N:6])=[C:7]([Cl:12])[CH:8]=[C:9]([Cl:11])[N:10]=1)(=[O:15])[CH3:14] |f:1.2|. Reported procedure: A solution of 2-(bromomethyl)-4,6-dichloronicotinonitrile (354.8 mg, 1.334 mmol) in DMF (7 ml) was charged with sodium acetate (198 mg, 2.414 mmol) and stirred at RT for 2 hr. The reaction was quenched with water, extracted twice with Et2O. The organics was washed with brine, dried over MgSO4, filtered and concentrated in vacuo to give (4,6-dichloro-3-cyanopyridin-2-yl)methyl acetate. MS ESI calc'd. For C9H7O2N2O2 [M+I-1]+ 245. found 245.